describe an organic reaction: reactants, conditions, products, and yield From a dataset of the Open Reaction Database (ORD), a public repository of structured organic reaction records. Reactants: ClC=1C=C(C=CC1)C1SCC(=NC2=C1C=C(C=C2)C(O)(C2=CN=CN2C)C2=CC=C(C=C2)Cl)NN (5-(3-chlorophenyl)-α-(4-chlorophenyl)-2-hydrazino-3,5-dihydro-α-(1-methyl-1H-imidazol-5-yl)-4,1-benzothiazepine-7-methanol), N(=O)[O-].[Na+] (NaNO2), C(=O)([O-])[O-].[K+].[K+] (K2CO3). Solvent: O (water), Cl (HCl). Conditions: temperature 5 celsius, time 30 minute. The product is ClC=1C=C(C=CC1)C1SCC=2N(C3=C1C=C(C=C3)C(O)(C3=CN=CN3C)C3=CC=C(C=C3)Cl)N=NN2 (6-(3-chlorophenyl)-α-(4-chlorophenyl)-α-(1-methyl-1H-imidazol-5-yl)-4H,6H-tetrazolo[1,5-a][4,1]benzothiazepine-8-methanol). The yield is 22.8%. As a reaction SMILES: [Cl:1][C:2]1[CH:3]=[C:4]([CH:8]2[C:14]3[CH:15]=[C:16]([C:19]([C:27]4[CH:32]=[CH:31][C:30]([Cl:33])=[CH:29][CH:28]=4)([C:21]4[N:25]([CH3:26])[CH:24]=[N:23][CH:22]=4)[OH:20])[CH:17]=[CH:18][C:13]=3[N:12]=[C:11]([NH:34][NH2:35])[CH2:10][S:9]2)[CH:5]=[CH:6][CH:7]=1.[N:36]([O-])=O.[Na+].C([O-])([O-])=O.[K+].[K+]>Cl.O>[Cl:1][C:2]1[CH:3]=[C:4]([CH:8]2[C:14]3[CH:15]=[C:16]([C:19]([C:27]4[CH:32]=[CH:31][C:30]([Cl:33])=[CH:29][CH:28]=4)([C:21]4[N:25]([CH3:26])[CH:24]=[N:23][CH:22]=4)[OH:20])[CH:17]=[CH:18][C:13]=3[N:12]3[N:36]=[N:35][N:34]=[C:11]3[CH2:10][S:9]2)[CH:5]=[CH:6][CH:7]=1 |f:1.2,3.4.5|. Procedure: A mixture of 5-(3-chlorophenyl)-α-(4-chlorophenyl)-2-hydrazino-3,5-dihydro-α-(1-methyl-1H-imidazol-5-yl)-4,1-benzothiazepine-7-methanol (described in Example B15a) (0.0082 mol) in HCl 1N (45 ml) was cooled on an ice bath. A solution of NaNO2 (0.009 mol) in water (12 ml) was added. The mixture was stirred at 5° C. for 30 min. Ice was added. The mixture was basified with K2CO3 10% and extracted with DCM. The organic, layer was separated, dried (MgSO4), filtered and the solvent was evaporated till ... The reactants are [Cl-], O=S(=O)(Cl)c1cc2c(cc1C(F)(F)F)N=CNS2(=O)=O, O, O. Yields the product O=S1(=O)NC=Nc2cc(C(F)(F)F)c(S)cc21. Reaction SMILES: [Cl-:23].[F:1][C:2]([c:3]1[c:4]([S:15]([Cl:16])(=[O:17])=[O:18])[cH:5][c:6]2[c:7]([cH:14]1)[N:8]=[CH:9][NH:10][S:11]2(=[O:12])=[O:13])([F:19])[F:20].[OH2:21].[OH2:22]>>[F:1][C:2]([c:3]1[c:4]([SH:15])[cH:5][c:6]2[c:7]([cH:14]1)[N:8]=[CH:9][NH:10][S:11]2(=[O:12])=[O:13])([F:19])[F:20]. Reactants: Cc1cc(C)cc(N=C=S)c1, COc1ccc(C(=O)Nc2ccccc2)cc1N. Product: COc1ccc(C(=O)Nc2ccccc2)cc1NC(=S)Nc1cc(C)cc(C)c1. As a reaction SMILES: [CH3:19][c:20]1[cH:21][c:22]([N:27]=[C:28]=[S:29])[cH:23][c:24]([CH3:26])[cH:25]1.[NH2:1][c:2]1[cH:3][c:4]([C:5](=[O:6])[NH:7][c:8]2[cH:9][cH:10][cH:11][cH:12][cH:13]2)[cH:14][cH:15][c:16]1[O:17][CH3:18]>>[NH:1]([c:2]1[cH:3][c:4]([C:5](=[O:6])[NH:7][c:8]2[cH:9][cH:10][cH:11][cH:12][cH:13]2)[cH:14][cH:15][c:16]1[O:17][CH3:18])[C:28]([NH:27][c:22]1[cH:21][c:20]([CH3:19])[cH:25][c:24]([CH3:26])[cH:23]1)=[S:29]. Starting materials: BrCC1=CC=C(C(=O)N(CC)CC)C=C1 (4-(bromomethyl)-N,N-diethylbenzamide), O (water), O1CCOC12CCNCC2 (1,4-Dioxa-8-azaspiro[4.5]-decane), C(=O)([O-])[O-].[K+].[K+] (K2CO3). Run in C(C)#N (acetonitrile), C(C)#N (acetonitrile). Conditions: time 16 hour. Yields the product O1CCOC12CCN(CC2)CC2=CC=C(C(=O)N(CC)CC)C=C2 (4-(1,4-Dioxa-8-azaspiro[4.5]dec-8-ylmethyl)-N,N-diethylbenzamide). The yield is 96.0%. As a reaction SMILES: [O:1]1[C:5]2([CH2:10][CH2:9][NH:8][CH2:7][CH2:6]2)[O:4][CH2:3][CH2:2]1.C([O-])([O-])=O.[K+].[K+].Br[CH2:18][C:19]1[CH:31]=[CH:30][C:22]([C:23]([N:25]([CH2:28][CH3:29])[CH2:26][CH3:27])=[O:24])=[CH:21][CH:20]=1.O>C(#N)C>[O:1]1[C:5]2([CH2:10][CH2:9][N:8]([CH2:18][C:19]3[CH:31]=[CH:30][C:22]([C:23]([N:25]([CH2:28][CH3:29])[CH2:26][CH3:27])=[O:24])=[CH:21][CH:20]=3)[CH2:7][CH2:6]2)[O:4][CH2:3][CH2:2]1 |f:1.2.3|. Procedure details: 1,4-Dioxa-8-azaspiro[4.5]-decane (200 mmol, 28.6 g, 25.6 mL) is dissolved in 160 ml of dry acetonitrile under nitrogen and treated with K2CO3 (220 mmol, 30.3 g) followed by dropwise addition over 1.5 hours of 4-(bromomethyl)-N,N-diethylbenzamide (200 mmol, 54.01 g) as a solution in 81 mL of acetonitrile. After 16 hours, the reaction mixture is poured into 250 mL of water and extracted twice with 150 mL of methylene chloride. The pooled extracts were washed with 250 mL of brine, dried over Na2SO4... Run at temperature 200 celsius. Run in C(C)OCC (diethyl ether). Procedure: A mixture of 14.6 g. of 2-tetralone, 20 g. of p-fluorophenyl magnesium bromide, and 200 ml. of diethyl ether is stirred for 4 hours and then refluxed for 1 hour. The mixture is acidified with the addition of 200 ml. of 1N hydrochloric acid, filtered, and extracted with diethyl ether. The extracts are combined, washed with water to neutrality, filtered, dried and evaporated. The residue, containing 2-p-fluorophenyl-3,4-dihydronaphthalene is mixed with 25 g. of 5% palladium-on-charcoal catalyst; t... Product: FC1=CC=C(C=C1)C1=CC2=CC=CC=C2C=C1 (2-p-fluorophenylnaphthalene). Reactants: C1C(CCC2=CC=CC=C12)=O (2-tetralone), FC1=CC=C(C=C1)[Mg]Br (p-fluorophenyl magnesium bromide). RXN SMILES: [CH2:1]1[C:10]2[C:5](=[CH:6][CH:7]=[CH:8][CH:9]=2)[CH2:4][CH2:3][C:2]1=O.[F:12][C:13]1[CH:18]=[CH:17][C:16]([Mg]Br)=[CH:15][CH:14]=1>C(OCC)C>[F:12][C:13]1[CH:18]=[CH:17][C:16]([C:2]2[CH:3]=[CH:4][C:5]3[C:10](=[CH:9][CH:8]=[CH:7][CH:6]=3)[CH:1]=2)=[CH:15][CH:14]=1. Procedure: Following the procedure used to prepare compound (S)-2-tert-butoxy-2-(5-(4-chlorophenyl)-2-((dimethylamino)methyl)-7-methylquinolin-6-yl)ethanol of Example 9, except that (S)-2-tert-butoxy-2-(5-(4-chlorophenyl)-7-methyl-2-((methylamino)methyl)quinolin-6-yl)ethyl pivalate was used instead of (S)-2-tert-butoxy-2-(5-(4-chlorophenyl)-2-((dimethylamino)methyl)-7-methylquinolin-6-yl)ethyl pivalate. LCMS-ESI+ (m/z): 413.3, 415.3 (M+H)+. Product: C(C)(C)(C)O[C@H](CO)C=1C(=C2C=CC(=NC2=CC1C)CNC)C1=CC=C(C=C1)Cl ((S)-2-tert-Butoxy-2-(5-(4-chlorophenyl)-7-methyl-2-((methylamino)methyl)quinolin-6-yl)ethanol). Starting materials: C(C)(C)(C)O[C@H](CO)C=1C(=C2C=CC(=NC2=CC1C)CN(C)C)C1=CC=C(C=C1)Cl ((S)-2-tert-butoxy-2-(5-(4-chlorophenyl)-2-((dimethylamino)methyl)-7-methylquinolin-6-yl)ethanol), C(C(C)(C)C)(=O)OC[C@H](C=1C(=C2C=CC(=NC2=CC1C)CNC)C1=CC=C(C=C1)Cl)OC(C)(C)C ((S)-2-tert-butoxy-2-(5-(4-chlorophenyl)-7-methyl-2-((methylamino)methyl)quinolin-6-yl)ethyl pivalate). Reaction SMILES: [C:1]([O:5][C@@H:6]([C:9]1[C:10]([C:24]2[CH:29]=[CH:28][C:27]([Cl:30])=[CH:26][CH:25]=2)=[C:11]2[C:16](=[CH:17][C:18]=1[CH3:19])[N:15]=[C:14]([CH2:20][N:21](C)[CH3:22])[CH:13]=[CH:12]2)[CH2:7][OH:8])([CH3:4])([CH3:3])[CH3:2].C(OC[C@@H](OC(C)(C)C)C1C(C2C=CC(Cl)=CC=2)=C2C(=CC=1C)N=C(CNC)C=C2)(=O)C(C)(C)C>>[C:1]([O:5][C@@H:6]([C:9]1[C:10]([C:24]2[CH:25]=[CH:26][C:27]([Cl:30])=[CH:28][CH:29]=2)=[C:11]2[C:16](=[CH:17][C:18]=1[CH3:19])[N:15]=[C:14]([CH2:20][NH:21][CH3:22])[CH:13]=[CH:12]2)[CH2:7][OH:8])([CH3:4])([CH3:2])[CH3:3]. Starting materials: ClC1=CC=C(N)C=C1 (4-chloroaniline), FC(F)(F)N=C=O (Trifluoromethyl isocyanate). Run in C1(=CC=CC=C1)C (toluene), C1(=CC=CC=C1)C (toluene). Conditions: time 24 hour. The product is ClC1=CC=C(C=C1)NC(=O)NC(F)(F)F (N-(4-chlorophenyl)-N'-trifluoromethyl urea). RXN SMILES: [Cl:1][C:2]1[CH:8]=[CH:7][C:5]([NH2:6])=[CH:4][CH:3]=1.[F:9][C:10]([N:13]=[C:14]=[O:15])([F:12])[F:11]>C1(C)C=CC=CC=1>[Cl:1][C:2]1[CH:8]=[CH:7][C:5]([NH:6][C:14]([NH:13][C:10]([F:12])([F:11])[F:9])=[O:15])=[CH:4][CH:3]=1. Reported procedure: A solution of 4-chloroaniline (64 grams; 0.5 mol) in toluene (100 ml) is placed into a suitable pressure vessel, and is cooled in an acetone-dry ice bath. Trifluoromethyl isocyanate (56 grams; 0.5 mol) is added thereto and the pressure vessel is sealed. The reaction mixture is allowed to warm up to room temperature and stand for a period of about 24 hours. After this time the pressure vessel is opened and the contents are stripped of toluene under reduced pressure. The residue is recrystallized ...